This data is from the Open Reaction Database (ORD), a public repository of structured organic reaction records. The task is: describe an organic reaction: reactants, conditions, products, and yield Starting materials: C1NCCCC2=C1C=CC=C2 (2,3,4,5-tetrahydro-1H-2-benzazepine), ClC1=NC2=CC=C(C=C2C(=C1)Cl)Cl (2,4,6-trichloroquinoline), C(CN)N (ethane-1,2-diamine), ClC1=NC2=CC=CC=C2C(=C1)Cl (2,4-dichloroquinoline), CN(CCN)C (N,N-dimethyl-ethane-1,2-diamine). Yields the product CN(CCNC1=CC(=NC2=CC=CC=C12)N1CC2=C(CCC1)C=CC=C2)C (N,N-Dimethyl-N′-[2-(1,3,4,5-tetrahydro-2H-2-benzazepin-2-yl)quinolin-4-yl]ethane-1,2-diamine). As a reaction SMILES: [CH2:1]1[C:7]2[CH:8]=[CH:9][CH:10]=[CH:11][C:6]=2[CH2:5][CH2:4][CH2:3][NH:2]1.Cl[C:13]1[CH:22]=[C:21](Cl)[C:20]2[C:15](=[CH:16][CH:17]=[CH:18][CH:19]=2)[N:14]=1.[CH3:24][N:25]([CH3:29])[CH2:26][CH2:27][NH2:28].ClC1C=C(Cl)C2C(=CC=C(Cl)C=2)N=1.C(N)CN>>[CH3:24][N:25]([CH3:29])[CH2:26][CH2:27][NH:28][C:21]1[C:20]2[C:15](=[CH:16][CH:17]=[CH:18][CH:19]=2)[N:14]=[C:13]([N:2]2[CH2:3][CH2:4][CH2:5][C:6]3[CH:11]=[CH:10][CH:9]=[CH:8][C:7]=3[CH2:1]2)[CH:22]=1. Reported procedure: The title compound was prepared in analogy to Example 118-1 in Scheme 59 by using 2,3,4,5-tetrahydro-1H-2-benzazepine (commercial available), 2,4-dichloroquinoline (commercial available) and N,N-dimethyl-ethane-1,2-diamine (commercial available) instead of 7-bromo-2,3,4,5-tetrahydro-1H-2-benzazepine, 2,4,6-trichloroquinoline and ethane-1,2-diamine respectively. MS obsd. (ESi+) [(M+H)+] 361. 1H NMR (400 MHz, DMSO-d6) δ ppm 7.90 (d, J=3.6 Hz, 1 H), 7.56-7.46 (m, 3 H), 7.15-7.11 (m, 4 H), 5.89 (s, ... Reactants: CON(C(=O)C=1N=CN(C1)C1=CC(=CC=C1)C=1C(=NC(=NC1)OC)OC)C (1-[3-(2,4-Dimethoxy-pyrimidin-5-yl)-phenyl]-1H-imidazole-4-carboxylic acid methoxy-methyl-amide), S1C=NC=C1 (thiazole). The product is COC1=NC=C(C(=N1)OC)C=1C=C(C=CC1)N1C=NC(=C1)C(=O)C=1SC=CN1 ({1-[3-(2,4-Dimethoxy-pyrimidin-5-yl)-phenyl]-1H-imidazol-4-yl}-thiazol-2-yl-methanone). As a reaction SMILES: CON(C)[C:4]([C:6]1[N:7]=[CH:8][N:9]([C:11]2[CH:16]=[CH:15][CH:14]=[C:13]([C:17]3[C:18]([O:25][CH3:26])=[N:19][C:20]([O:23][CH3:24])=[N:21][CH:22]=3)[CH:12]=2)[CH:10]=1)=[O:5].[S:28]1[CH:32]=[CH:31][N:30]=[CH:29]1>>[CH3:24][O:23][C:20]1[N:19]=[C:18]([O:25][CH3:26])[C:17]([C:13]2[CH:12]=[C:11]([N:9]3[CH:10]=[C:6]([C:4]([C:29]4[S:28][CH:32]=[CH:31][N:30]=4)=[O:5])[N:7]=[CH:8]3)[CH:16]=[CH:15][CH:14]=2)=[CH:22][N:21]=1. Procedure: This compound is prepared by method C using compound 12m and thiazole Starting materials: CI, CCOC(=O)c1c(C(F)(F)F)[nH]cc(-c2cc(OC(C)C)c(Cl)cc2F)c1=O, [H-], [Na+], CN(C)C=O, O. Yields the product CCOC(=O)c1c(C(F)(F)F)n(C)cc(-c2cc(OC(C)C)c(Cl)cc2F)c1=O. RXN SMILES: [CH3:31][I:32].[Cl:1][c:2]1[cH:3][c:4]([F:28])[c:5](-[c:12]2[c:13](=[O:27])[c:14]([C:22](=[O:23])[O:24][CH2:25][CH3:26])[c:15]([C:18]([F:19])([F:20])[F:21])[nH:16][cH:17]2)[cH:6][c:7]1[O:8][CH:9]([CH3:10])[CH3:11].[H-:29].[Na+:30].[O:34]=[CH:35][N:36]([CH3:37])[CH3:38].[OH2:33]>>[Cl:1][c:2]1[cH:3][c:4]([F:28])[c:5](-[c:12]2[c:13](=[O:27])[c:14]([C:22](=[O:23])[O:24][CH2:25][CH3:26])[c:15]([C:18]([F:19])([F:20])[F:21])[n:16]([CH3:31])[cH:17]2)[cH:6][c:7]1[O:8][CH:9]([CH3:10])[CH3:11]. Reactants: C([O-])([O-])=O.[Na+].[Na+] (sodium carbonate), [N+](=O)([O-])[O-].[Cu+2].[N+](=O)([O-])[O-] (copper nitrate), [N+](=O)([O-])[O-].[Zn+2].[N+](=O)([O-])[O-] (zinc nitrate), [Zn] (Zn), C([O-])([O-])=O.[Na+].[Na+] (sodium carbonate), [N+](=O)([O-])[O-] (nitrate). Run in O (water). The product is C([O-])([O-])=O.[Cu+2] (copper carbonate), C([O-])([O-])=O.[Zn+2] (zinc carbonate). Reaction SMILES: [N+]([O-])([O-])=O.[Cu+2:5].[N+]([O-])([O-])=O.[N+]([O-])([O-])=O.[Zn+2:14].[N+]([O-])([O-])=O.[Zn].[C:20](=[O:23])([O-:22])[O-:21].[Na+].[Na+].[N+]([O-])([O-])=O>O>[C:20](=[O:21])([O-:23])[O-:22].[Cu+2:5].[C:20](=[O:21])([O-:23])[O-:22].[Zn+2:14] |f:0.1.2,3.4.5,7.8.9,12.13,14.15|. Reported procedure: Each of the mixtures of copper nitrate and zinc nitrate at a Zn/(Zn+Cu) atomic ratio of 0.1, 0.2, 0.3, 0.5 and 0.67, respectively, was dissolved in an ionexchanged water at a concentration of 20 wt %. Separately, a 20 wt % aqueous solution containing a stoichiometric amount of sodium carbonate was prepared. The resulting sodium carbonate solution was added dropwise to the solution of nitrate mixture while stirring in a stirring tank to produce a precipitate of basic copper carbonate and basic zi... Run in C1CCOC1 (THF), C1CCOC1 (THF). The product is C(CC=C)[Mg]CCC=C (Bis(3-butenyl)magnesium). As a reaction SMILES: [Mg:1].Br[CH2:3][CH2:4][CH:5]=[CH2:6].Br[CH:8]=[CH:9][CH2:10][CH3:11].O1CCOCC1>C1COCC1.BrC(Br)C>[CH2:3]([Mg:1][CH2:11][CH2:10][CH:9]=[CH2:8])[CH2:4][CH:5]=[CH2:6]. Reactants: BrC=CCC (bromobutene), BrCCC=C (4-bromobutene), halide, halide, [Mg] (magnesium), O1CCOCC1 (dioxane). Reagents/catalysts: BrC(C)Br (dibromoethane). Reported procedure: A mixture of magnesium turnings (0.5 g, 0.02 mole) and dry THF (5 mL) were placed in a dry, three-necked round-bottomed flask under argon. To this was added dropwise a solution of 2.3 g (0.7 mole) of 4-bromobutene in 5 mL of dry THF. After about 1/3 of the bromobutene was added, the reaction had not initiated. Two drops of dibromoethane was added and the reaction heated to reflux until Grignard formation was initiated. Heating was stopped and the remainder of the halide was added dropwise to mai...